describe an organic reaction: reactants, conditions, products, and yield From a dataset of the Open Reaction Database (ORD), a public repository of structured organic reaction records. Run in CN(C=O)C (dimethylformamide), CN(C=O)C (dimethylformamide). Reactants: [H-].[Na+] (NaH), O (Water), NC1=CC2=CC=CC(=C2C=C1)O (2-amino-5-hydroxynaphthalene), CI (methyl iodide). Reaction conditions: temperature 5 celsius, time 15 minute. Procedure: A solution of commercially available 2-amino-5-hydroxynaphthalene (5.16 g, 31.48 mmol) in dimethylformamide (125 ml) was cooled with ice in an inert nitrogen atmosphere. Subsequently, NaH (1.39 g dispersion in a mineral oil at 60%, 34.6 mmoles) was added keeping the temperature below 10° C. and was shaken during 15 min. at ≈5° C. Subsequently methyl iodide (4.47 g, 31.48 mmol) solved in dimethylformamide (5 ml) was added and was left stirring at room temperature during 20 hrs. Water was added an... Yields the product NC1=CC2=CC=CC(=C2C=C1)OC (2-amino-5-methoxynaphthalene). The yield is 77.2%. As a reaction SMILES: [NH2:1][C:2]1[CH:11]=[CH:10][C:9]2[C:4](=[CH:5][CH:6]=[CH:7][C:8]=2[OH:12])[CH:3]=1.[H-].[Na+].[CH3:15]I.O>CN(C)C=O>[NH2:1][C:2]1[CH:11]=[CH:10][C:9]2[C:4](=[CH:5][CH:6]=[CH:7][C:8]=2[O:12][CH3:15])[CH:3]=1 |f:1.2|. Reactants: COC1=CC(=C(NC2=NC=CC=C2)C=C1)N (4-methoxy-2-amino-N-(2-pyridyl)aniline), S1C=C(C=C1)/C=C/C(=O)Cl ((E)-3-(3-thienyl)acryloyl chloride), N1=C(C=CC=C1)N1C(=NC2=C1C=CC=C2)\C=C\C2=CC=CC=C2 ((E)-1-(2-pyridyl)-2-styryl-1H-benzimidazole), C(C(=O)O)(=O)O (oxalic acid). The solvent is C(C)(=O)OCC (ethyl acetate). Product: C(C(=O)O)(=O)O.COC1=CC2=C(N(C(=N2)\C=C\C2=CSC=C2)C2=NC=CC=C2)C=C1 ((E)-5-Methoxy-1-(2-pyridyl)-2-[2-(3-thienyl)ethenyl]-1H-benzimidazole oxalate). As a reaction SMILES: [CH3:1][O:2][C:3]1[CH:15]=[CH:14][C:6]([NH:7][C:8]2[CH:13]=[CH:12][CH:11]=[CH:10][N:9]=2)=[C:5]([NH2:16])[CH:4]=1.[S:17]1[CH:21]=[CH:20][C:19](/[CH:22]=[CH:23]/[C:24](Cl)=O)=[CH:18]1.N1C=CC=CC=1N1C2C=CC=CC=2N=C1/C=C/C1C=CC=CC=1.[C:50]([OH:55])(=[O:54])[C:51]([OH:53])=[O:52]>C(OCC)(=O)C>[C:50]([OH:55])(=[O:54])[C:51]([OH:53])=[O:52].[CH3:1][O:2][C:3]1[CH:15]=[CH:14][C:6]2[N:7]([C:8]3[CH:13]=[CH:12][CH:11]=[CH:10][N:9]=3)[C:24](/[CH:23]=[CH:22]/[C:19]3[CH:20]=[CH:21][S:17][CH:18]=3)=[N:16][C:5]=2[CH:4]=1 |f:5.6|. Reported procedure: Free base of the titled compound was prepared from 4-methoxy-2-amino-N-(2-pyridyl)aniline and (E)-3-(3-thienyl)acryloyl chloride according to the preparation of (E)-1-(2-pyridyl)-2-styryl-1H-benzimidazole (Example 1, method A). The free base and oxalic acid were dissolved into ethyl acetate. Concentration and recrystallization from ethyl acetate/n-hexane yielded the titled compound. MW: 423.45; mp: 203.0-204.0° C.; 1H-NMR (DMSO) δ: 8.77-8.74 (1H, m), 8.17-8.12 (1H, m), 7.89-7.82 (2H, m), 7.70 (1...